From a dataset of the Open Reaction Database (ORD), a public repository of structured organic reaction records. describe an organic reaction: reactants, conditions, products, and yield Reactants: CN(C=O)C (dimethylformamide), [N+](=O)([O-])C=1C=C(C=CC1)C1C=2C(CCCC2NC=2CCCC(C12)=O)=O (9-(3-nitrophenyl)-1,8-dioxo-1,2,3,4,5,6,7,8,9,10-decahydroacridine), suspension, oil, [H-].[Na+] (sodium hydride), product, ClCOCC (chloromethoxyethane). The solvent is C(C)(=O)O (acetic acid). Reaction conditions: temperature -10 celsius, time 20 minute. The product is C(C)OCN1C=2CCCC(C2C(C=2C(CCCC12)=O)C1=CC(=CC=C1)[N+](=O)[O-])=O (10-ethoxymethyl-9-(3-nitrophenyl)-1,8-dioxo- 1,2,3,4,5,6,7,8,9,10-decahydroacridine). RXN SMILES: CN(C)C=O.[N+:6]([C:9]1[CH:10]=[C:11]([CH:15]2[C:28]3[C:27](=[O:29])[CH2:26][CH2:25][CH2:24][C:23]=3[NH:22][C:21]3[CH2:20][CH2:19][CH2:18][C:17](=[O:30])[C:16]2=3)[CH:12]=[CH:13][CH:14]=1)([O-:8])=[O:7].[H-].[Na+].Cl[CH2:34][O:35][CH2:36][CH3:37]>C(O)(=O)C>[CH2:36]([O:35][CH2:34][N:22]1[C:21]2[CH2:20][CH2:19][CH2:18][C:17](=[O:30])[C:16]=2[CH:15]([C:11]2[CH:12]=[CH:13][CH:14]=[C:9]([N+:6]([O-:8])=[O:7])[CH:10]=2)[C:28]2[C:27](=[O:29])[CH2:26][CH2:25][CH2:24][C:23]1=2)[CH3:37] |f:2.3|. Procedure details: In 10 ml. of dimethylformamide was suspended 0.5 g. of 9-(3-nitrophenyl)-1,8-dioxo-1,2,3,4,5,6,7,8,9,10-decahydroacridine and after adding to the suspension 0.2 g. of a 50% oil dispersion of sodium hydride, the mixture was stirred for 1.5 hours at room temperature. After cooling the mixture to -10° C., 0.5 ml. of chloromethoxyethane was added thereto, the temperature of the mixture was elevated to room temperature over a period of about 20 minutes, stirred for 2 hours and the mixture was cooled ... Starting materials: BrC=1C=CC=2C3=C(C=NC2C1)N=C(N3CC(C)C)CCC (7-bromo-1-(2-methylpropyl)-2-propyl-1H-imidazo[4,5-c]quinoline), C1(=CC=C(C=C1)S(=O)(=O)Cl)C (p-toluenesulfonyl chloride), ClC=1C=C(C(=O)OO)C=CC1 (3-chloroperoxybenzoic acid), [OH-].[NH4+] (ammonium hydroxide). The solvent is ClCCl (dichloromethane). Run at time 15 minute. Product: BrC=1C=CC=2C3=C(C(=NC2C1)N)N=C(N3CC(C)C)CCC (7-bromo-1-(2-methylpropyl)-2-propyl-1H-imidazo[4,5-c]quinolin-4-amine). Reaction SMILES: [Br:1][C:2]1[CH:3]=[CH:4][C:5]2[C:6]3[N:14]([CH2:15][CH:16]([CH3:18])[CH3:17])[C:13]([CH2:19][CH2:20][CH3:21])=[N:12][C:7]=3[CH:8]=[N:9][C:10]=2[CH:11]=1.ClC1C=C(C=CC=1)C(OO)=O.[OH-].[NH4+:34].C1(C)C=CC(S(Cl)(=O)=O)=CC=1>ClCCl>[Br:1][C:2]1[CH:3]=[CH:4][C:5]2[C:6]3[N:14]([CH2:15][CH:16]([CH3:17])[CH3:18])[C:13]([CH2:19][CH2:20][CH3:21])=[N:12][C:7]=3[C:8]([NH2:34])=[N:9][C:10]=2[CH:11]=1 |f:2.3|. Procedure details: To a stirred solution of 7-bromo-1-(2-methylpropyl)-2-propyl-1H-imidazo[4,5-c]quinoline (51.1 g, 0.148 mol) in dichloromethane (1 L) was slowly added 3-chloroperoxybenzoic acid (1.0 equivalent of 50% pure material) in small portions. The reaction was maintained at room temperature for one hour. Concentrated ammonium hydroxide (600 mL) was added with stirring. After 15 minutes, p-toluenesulfonyl chloride (1.1 equivalents.) was added in small portions. The reaction was stirred at room temperature ... The reactants are Cl.N12CC(C(CC1)C2)=O (1-azabicyclo[2.2.1]heptan-3-one hydrochloride), C(C1=CC=CC=C1)(=O)C1=CC=CC=C1 (benzophenone), C[Si](C)(C)[N-][Si](C)(C)C.[Li+] (lithium bis(trimethylsilyl)amide). Solvent: C1CCOC1 (THF). Reaction conditions: temperature -78 celsius, time 1 hour. Yields the product C1(=CC=CC=C1)C(C1N2CCC(C1=O)C2)(O)C2=CC=CC=C2 (2-(Diphenylhydroxymethyl)-1 -azabicyclo[2.2.1]heptan-3-one). As a reaction SMILES: Cl.[N:2]12[CH2:8][CH:5]([CH2:6][CH2:7]1)[C:4](=[O:9])[CH2:3]2.[C:10]([C:18]1[CH:23]=[CH:22][CH:21]=[CH:20][CH:19]=1)(=[O:17])[C:11]1[CH:16]=[CH:15][CH:14]=[CH:13][CH:12]=1.C[Si]([N-][Si](C)(C)C)(C)C.[Li+]>C1COCC1>[C:18]1([C:10]([C:11]2[CH:12]=[CH:13][CH:14]=[CH:15][CH:16]=2)([OH:17])[CH:3]2[C:4](=[O:9])[CH:5]3[CH2:8][N:2]2[CH2:7][CH2:6]3)[CH:19]=[CH:20][CH:21]=[CH:22][CH:23]=1 |f:0.1,3.4|. Reported procedure: To a stirred mixture of 1-azabicyclo[2.2.1]heptan-3-one hydrochloride (1.06 g) and benzophenone (1.82 g) in dry THF (5 ml) at -78° C. under argon was added a solution of lithium bis(trimethylsilyl)amide (18 ml, 1.0M in THF). The solution was stirred at -78° C. for 1 h, allowed to warm to room temperature and stirred for 48 h. The mixture was poured onto water and extracted with dichloromethane (×4). The combined extracts were dried (Na2SO4), evaporated in vacuo, and the residue was purified by c... Starting materials: CC(C(C(=CC1=CC=C(C=C1)F)N1N=CN=C1)=O)(C)C (4,4-dimethyl-1-(4-fluorophenyl)-2-(1,2,4-triazol-1-yl)-pent-1-en-3-one), C1(=CC=CC=C1)S (thiophenol). Run in C(C)O (ethanol). Run at time 1 hour. The product is CC(C(C(C(SC1=CC=CC=C1)C1=CC=C(C=C1)F)N1N=CN=C1)=O)(C)C (4,4-dimethyl-1-(4-fluorophenyl)-1-phenylthio-2-(1,2,4-triazol-1-yl)-pentan-3-one). Isolated yield 90.5%. Reaction SMILES: [CH3:1][C:2]([CH3:20])([CH3:19])[C:3](=[O:18])[C:4]([N:13]1[CH:17]=[N:16][CH:15]=[N:14]1)=[CH:5][C:6]1[CH:11]=[CH:10][C:9]([F:12])=[CH:8][CH:7]=1.[C:21]1([SH:27])[CH:26]=[CH:25][CH:24]=[CH:23][CH:22]=1>C(O)C>[CH3:1][C:2]([CH3:20])([CH3:19])[C:3](=[O:18])[CH:4]([N:13]1[CH:17]=[N:16][CH:15]=[N:14]1)[CH:5]([C:6]1[CH:7]=[CH:8][C:9]([F:12])=[CH:10][CH:11]=1)[S:27][C:21]1[CH:26]=[CH:25][CH:24]=[CH:23][CH:22]=1. Reported procedure: 27.3 g (0.1 mol) of 4,4-dimethyl-1-(4-fluorophenyl)-2-(1,2,4-triazol-1-yl)-pent-1-en-3-one (E,Z isomer mixture) and 11 g (0.1 mol) of thiophenol were stirred with 100 ml of ethanol at room temperature. After 1 hour, the crystals which had separated out were filtered off and dried. 34.7 g (91% of theory) of 4,4-dimethyl-1-(4-fluorophenyl)-1-phenylthio-2-(1,2,4-triazol-1-yl)-pentan-3-one, of melting point 175° C., were obtained. Reactants: ClCCCl, CN(C)C=O, O=C(O)Cn1nc(-c2ccc(Cl)cc2)n(C2CC2)c1=O, Cl, NCc1cccc(C(F)(F)F)c1, On1nnc2ccccc21. Yields the product O=C(Cn1nc(-c2ccc(Cl)cc2)n(C2CC2)c1=O)NCc1cccc(C(F)(F)F)c1. Reaction SMILES: [CH2:43]([Cl:44])[CH2:45][Cl:46].[CH3:48][N:49]([CH3:50])[CH:51]=[O:52].[Cl:1][c:2]1[cH:3][cH:4][c:5](-[c:8]2[n:9][n:10]([CH2:17][C:18](=[O:19])[OH:20])[c:11](=[O:16])[n:12]2[CH:13]2[CH2:14][CH2:15]2)[cH:6][cH:7]1.[ClH:47].[F:21][C:22]([c:23]1[cH:24][c:25]([CH2:26][NH2:27])[cH:28][cH:29][cH:30]1)([F:31])[F:32].[OH:33][n:34]1[c:35]2[c:36]([cH:37][cH:38][cH:39][cH:40]2)[n:41][n:42]1>>[Cl:1][c:2]1[cH:3][cH:4][c:5](-[c:8]2[n:9][n:10]([CH2:17][C:18](=[O:20])[NH:27][CH2:26][c:25]3[cH:24][c:23]([C:22]([F:21])([F:31])[F:32])[cH:30][cH:29][cH:28]3)[c:11](=[O:16])[n:12]2[CH:13]2[CH2:14][CH2:15]2)[cH:6][cH:7]1.